From a dataset of the Open Reaction Database (ORD), a public repository of structured organic reaction records. describe an organic reaction: reactants, conditions, products, and yield Reactants: ClC1=C(C=O)C(=CC=C1)Cl (2,6-dichlorobenzaldehyde), [OH-].[Na+] (NaOH), C1(=CC=CC=C1)C (toluene), ClC1=C(C=O)C(=CC=C1)Cl (2,6-dichlorobenzaldehyde), S(=O)(=O)([O-])[O-].O[NH3+].O[NH3+] (hydroxylammonium sulfate). Product: ClC1=C(C(=CC=C1)Cl)C1=NOCC1 (3-(2,6-dichlorophenyl)-4,5-dihydroisoxazole). As a reaction SMILES: [Cl:1][C:2]1[CH:9]=[CH:8][CH:7]=[C:6]([Cl:10])[C:3]=1[CH:4]=O.S([O-])([O-])(=O)=O.[OH:16][NH3+:17].O[NH3+].[OH-].[Na+].[C:22]1([CH3:28])C=CC=CC=1>>[Cl:1][C:2]1[CH:9]=[CH:8][CH:7]=[C:6]([Cl:10])[C:3]=1[C:4]1[CH2:28][CH2:22][O:16][N:17]=1 |f:1.2.3,4.5|. Procedure details: Starting from 2,6-dichlorobenzaldehyde 75 g (0.43 mol) of 2,6-dichlorobenzaldehyde were dissolved in 400 ml of toluene and then 155 g (0.24 mol) of 25% strength hydroxylammonium sulfate solution were added. At 75° C., 38 g of 50% strength NaOH were added dropwise. After stirring for half an hour, the phases were separated at 75° C., and the organic phase was washed with water and then cooled. At 25° C., 276 g (0.46 mol) of 12.5% strength sodium hypochlorite solution were added dropwise over 4-6 ...